Dataset: the Open Reaction Database (ORD), a public repository of structured organic reaction records. Task: describe an organic reaction: reactants, conditions, products, and yield The reactants are Cl[O-].[Li+] (lithium hypochlorite), C(C)(=O)C=1SC(=CC1)OCCCCCCCCCCCCCCCCCC.[OH-].[K+] (potassium hydroxide 2-acetyl-5-octadecyloxythiophene). Run at time 8 hour. The product is C(CCCCCCCCCCCCCCCCC)OC1=CC=C(S1)C(=O)O (5-Octadecyloxy-2-thiophenecarboxylic acid). RXN SMILES: Cl[O-:2].[Li+].[C:4]([C:7]1[S:8][C:9]([O:12][CH2:13][CH2:14][CH2:15][CH2:16][CH2:17][CH2:18][CH2:19][CH2:20][CH2:21][CH2:22][CH2:23][CH2:24][CH2:25][CH2:26][CH2:27][CH2:28][CH2:29][CH3:30])=[CH:10][CH:11]=1)(=[O:6])C.[OH-].[K+]>>[CH2:13]([O:12][C:9]1[S:8][C:7]([C:4]([OH:6])=[O:2])=[CH:11][CH:10]=1)[CH2:14][CH2:15][CH2:16][CH2:17][CH2:18][CH2:19][CH2:20][CH2:21][CH2:22][CH2:23][CH2:24][CH2:25][CH2:26][CH2:27][CH2:28][CH2:29][CH3:30] |f:0.1,2.3.4|. Procedure details: When in Example 2, 1-bromooctadecane is substituted for 1-bromohexadecane, 2-octadecyloxythiophene is obtained. A mixture of 35.3 g (0.1 mole) of 2-octadecyloxythiophene and 12.3 g (0.12 mole) of acetic anhydride is cooled in an ice bath. While rapidly stirring this mixture, 1.4 g of boron trifluoride etherate is added, and the mixture is heated to 100° C with stirring for 1 hour after which it is cooled to room temperature. Ice water is added, and the mixture is extracted with chloroform. The c... The reactants are N (ammonia), [C-]#N.[Na+] (sodium cyanide), C1(=CC=CC=C1)C.[Cu]C#N (toluene copper(I) cyanide), N(=O)[O-].[Na+] (sodium nitrite), Cl (hydrochloric acid), NC1=C2C=CC=NC2=C(C=C1)Br (5-amino-8-bromoquinoline), NC(=O)N (urea). The reagents and catalysts are S(=O)(=O)([O-])[O-].[Cu+2] (copper(II) sulfate). Solvent: O (water), C1(=CC=CC=C1)C (toluene), O (water), C(C)(=O)O (acetic acid), O (water). Conditions: time 1 hour. Yields the product BrC=1C=CC(=C2C=CC=NC12)C#N (8-Bromo-5-cyanoquinoline). Reaction SMILES: Cl.N[C:3]1[CH:12]=[CH:11][C:10]([Br:13])=[C:9]2[C:4]=1[CH:5]=[CH:6][CH:7]=[N:8]2.N([O-])=O.[Na+].[NH2:18][C:19](N)=O.C1(C)C=CC=CC=1.[Cu]C#N.N.[C-]#N.[Na+]>O.S([O-])([O-])(=O)=O.[Cu+2].C1(C)C=CC=CC=1.C(O)(=O)C>[Br:13][C:10]1[CH:11]=[CH:12][C:3]([C:19]#[N:18])=[C:4]2[C:9]=1[N:8]=[CH:7][CH:6]=[CH:5]2 |f:2.3,5.6,8.9,11.12|. Reported procedure: 0.60 g of concentrated hydrochloric acid was added dropwise to a mixture of 0.70 g of 5-amino-8-bromoquinoline and 3.15 ml of acetic acid, and the mixture was stirred for 1 hour at room temperature. At 0-5° C., 0.22 g of sodium nitrite in 0.45 ml of water were then added, and the mixture was stirred for 1 hour. After the addition of 20 mg of urea in 0.16 ml of water, stirring was continued at 0-5° C. for a further hour. This solution is added to a two-phase system of toluene/copper(I) cyanide so... Starting materials: C(C)(C)(C)OC(NC1CCN(CC1)S(=O)(=O)C1=CC(=C(C=C1)[N+](=O)[O-])Cl)=O ([1-(3-Chloro-4-nitro-benzenesulfonyl)-piperidin-4-yl]-carbamic acid tert-butyl ester), C(C)O (ethanol), [Cl-].[NH4+] (ammonium chloride). Reagents/catalysts: [Fe] (iron). Solvent: O (water). Reaction conditions: temperature 80 celsius. Product: C(C)(C)(C)OC(NC1CCN(CC1)S(=O)(=O)C1=CC(=C(C=C1)N)Cl)=O ([1-(4-Amino-3-chloro-benzenesulfonyl)-piperidin-4-yl]carbamic acid tert-butyl ester). Isolated yield 26.9%. RXN SMILES: [C:1]([O:5][C:6](=[O:27])[NH:7][CH:8]1[CH2:13][CH2:12][N:11]([S:14]([C:17]2[CH:22]=[CH:21][C:20]([N+:23]([O-])=O)=[C:19]([Cl:26])[CH:18]=2)(=[O:16])=[O:15])[CH2:10][CH2:9]1)([CH3:4])([CH3:3])[CH3:2].C(O)C.[Cl-].[NH4+]>[Fe].O>[C:1]([O:5][C:6](=[O:27])[NH:7][CH:8]1[CH2:9][CH2:10][N:11]([S:14]([C:17]2[CH:22]=[CH:21][C:20]([NH2:23])=[C:19]([Cl:26])[CH:18]=2)(=[O:16])=[O:15])[CH2:12][CH2:13]1)([CH3:4])([CH3:2])[CH3:3] |f:2.3|. Procedure details: [1-(3-Chloro-4-nitro-benzenesulfonyl)-piperidin-4-yl]-carbamic acid tert-butyl ester (0.44 g, 1.05 mmol) was suspended in a 5:1 mixture of ethanol and water (30 ml). To this solution was added iron powder (0.29 g, 5.24 mmol) followed by saturated ammonium chloride solution (3 ml) and the mixture was heated to 80° C. for three hours. After this time, the reaction mixture was cooled to room temperature and filtered through a pad of celite, the celite was washed with ethanol (10 ml) and EtOAc (50 m... The reactants are solution, CN (methylamine), ClC1=NC=C(C=C1C)[N+](=O)[O-] (2-Chloro-3-methyl-5-nitropyridine). Solvent: CCO (EtOH), ice water, CCO (EtOH). Conditions: time 5 minute. Yields the product CNC1=NC=C(C=C1C)[N+](=O)[O-] (N,3-dimethyl-5-nitropyridin-2-amine). As a reaction SMILES: Cl[C:2]1[C:7]([CH3:8])=[CH:6][C:5]([N+:9]([O-:11])=[O:10])=[CH:4][N:3]=1.[CH3:12][NH2:13]>CCO>[CH3:12][NH:13][C:2]1[C:7]([CH3:8])=[CH:6][C:5]([N+:9]([O-:11])=[O:10])=[CH:4][N:3]=1. Procedure details: 2-Chloro-3-methyl-5-nitropyridine (5.00 g, 29.0 mmol) was added portion wise to a cooled (0° C.) 35% solution of methylamine in EtOH (20 mL) and the reaction was allowed to warm to rt. After approximately 5 min an exotherm and gas evolution was observed and the reaction mixture solidified. EtOH (10 mL) was added and the reaction mixture was stirred at rt for 20 min, then diluted with ice/water (30 mL) and cooled to 0° C. The mixture was stirred vigorously for 15 min and then allowed to stand for...